describe an organic reaction: reactants, conditions, products, and yield From a dataset of the Open Reaction Database (ORD), a public repository of structured organic reaction records. Reactants: ClC=1C=NC=2N(C1)N=C(C2)C(=O)O (6-chloro-pyrazolo[1,5-a]pyrimidine-2-carboxylic acid), FC1=CSC2=C1C(NCC2)C (3-fluoro-4-methyl-4,5,6,7-tetrahydrothieno[3,2-c]pyridine). The product is ClC=1C=NC=2N(C1)N=C(C2)C(=O)N2C(C1=C(CC2)SC=C1F)C ((6-Chloro-pyrazolo[1,5-a]pyrimidin-2-yl)-(3-fluoro-4-methyl-6,7-dihydro-4H-thieno[3,2-c]pyridin-5-yl)-methanone). Reaction SMILES: [Cl:1][C:2]1[CH:3]=[N:4][C:5]2[N:6]([N:8]=[C:9]([C:11]([OH:13])=O)[CH:10]=2)[CH:7]=1.[F:14][C:15]1[C:19]2[CH:20]([CH3:24])[NH:21][CH2:22][CH2:23][C:18]=2[S:17][CH:16]=1>>[Cl:1][C:2]1[CH:3]=[N:4][C:5]2[N:6]([N:8]=[C:9]([C:11]([N:21]3[CH2:22][CH2:23][C:18]4[S:17][CH:16]=[C:15]([F:14])[C:19]=4[CH:20]3[CH3:24])=[O:13])[CH:10]=2)[CH:7]=1. Procedure details: In close analogy to the procedure described in Example 1, 6-chloro-pyrazolo[1,5-a]pyrimidine-2-carboxylic acid is reacted with 3-fluoro-4-methyl-4,5,6,7-tetrahydrothieno[3,2-c]pyridine to provide the title compound in moderate yield. The reactants are CC=1N=C(SC1C(=O)OCC)C1=CC=NC=C1 (ethyl 4-methyl-2-(4-pyridyl)thiazole-5-carboxylate), [OH-].[Na+] (NaOH), O1C(CCC1)CCO (tetrahydrofuran-ethanol), Cl (hydrochloric acid). The solvent is O (water). Run at time 1 hour. The product is CC=1N=C(SC1C(=O)O)C1=CC=NC=C1 (4-Methyl-2-(4-pyridyl)thiazol-5-carboxylic acid). The yield is 90.2%. As a reaction SMILES: [CH3:1][C:2]1[N:3]=[C:4]([C:12]2[CH:17]=[CH:16][N:15]=[CH:14][CH:13]=2)[S:5][C:6]=1[C:7]([O:9]CC)=[O:8].[OH-].[Na+].O1CCCC1CCO.Cl>O>[CH3:1][C:2]1[N:3]=[C:4]([C:12]2[CH:17]=[CH:16][N:15]=[CH:14][CH:13]=2)[S:5][C:6]=1[C:7]([OH:9])=[O:8] |f:1.2|. Procedure: A mixture of ethyl 4-methyl-2-(4-pyridyl)thiazole-5-carboxylate (744 mg), 1 N NaOH (4 ml) and tetrahydrofuran-ethanol (1:1, 6 ml) was stirred at room temperature for 1 hour and diluted with water, to which was added 1 N hydrochloric acid (4 ml) to give the title compound as crystals (595 mg, 90.2%). Starting materials: Cc1cc(Cl)ccc1N=C=S, Cc1ccccc1, Nc1ncccc1OCc1c(F)cccc1Cl. The product is Cc1cc(Cl)ccc1NC(=S)Nc1ncccc1OCc1c(F)cccc1Cl. As a reaction SMILES: [CH3:18][c:19]1[c:20]([N:26]=[C:27]=[S:28])[cH:21][cH:22][c:23]([Cl:25])[cH:24]1.[CH3:29][c:30]1[cH:31][cH:32][cH:33][cH:34][cH:35]1.[NH2:1][c:2]1[n:3][cH:4][cH:5][cH:6][c:7]1[O:8][CH2:9][c:10]1[c:11]([Cl:17])[cH:12][cH:13][cH:14][c:15]1[F:16]>>[NH:1]([c:2]1[n:3][cH:4][cH:5][cH:6][c:7]1[O:8][CH2:9][c:10]1[c:11]([Cl:17])[cH:12][cH:13][cH:14][c:15]1[F:16])[C:27]([NH:26][c:20]1[c:19]([CH3:18])[cH:24][c:23]([Cl:25])[cH:22][cH:21]1)=[S:28]. Starting materials: CI, COCCOC, COc1ccc(C(C#Cc2ccccc2)CCO)cc1OC1CCCC1, [H-], [Na+], CN(C)C=O. Yields the product COCCC(C#Cc1ccccc1)c1ccc(OC)c(OC2CCCC2)c1. Reaction SMILES: [CH3:29][I:30].[CH3:31][O:32][CH2:33][CH2:34][O:35][CH3:36].[CH:1]1([O:6][c:7]2[cH:8][c:9]([CH:15]([CH2:16][CH2:17][OH:18])[C:19]#[C:20][c:21]3[cH:22][cH:23][cH:24][cH:25][cH:26]3)[cH:10][cH:11][c:12]2[O:13][CH3:14])[CH2:2][CH2:3][CH2:4][CH2:5]1.[H-:28].[Na+:27].[O:37]=[CH:38][N:39]([CH3:40])[CH3:41]>>[CH:1]1([O:6][c:7]2[cH:8][c:9]([CH:15]([CH2:16][CH2:17][O:18][CH3:29])[C:19]#[C:20][c:21]3[cH:22][cH:23][cH:24][cH:25][cH:26]3)[cH:10][cH:11][c:12]2[O:13][CH3:14])[CH2:2][CH2:3][CH2:4][CH2:5]1. The reactants are CC(=O)OC(C)=O, O=CO, Nc1ccc2c(c1)C(=O)CCC2. Yields the product O=CNc1ccc2c(c1)C(=O)CCC2. RXN SMILES: [CH3:13][C:14](=[O:15])[O:16][C:17](=[O:18])[CH3:19].[CH:20]([OH:21])=[O:22].[NH2:1][c:2]1[cH:3][cH:4][c:5]2[c:10]([cH:11]1)[C:9](=[O:12])[CH2:8][CH2:7][CH2:6]2>>[NH:1]([c:2]1[cH:3][cH:4][c:5]2[c:10]([cH:11]1)[C:9](=[O:12])[CH2:8][CH2:7][CH2:6]2)[CH:14]=[O:15].